This data is from the Open Reaction Database (ORD), a public repository of structured organic reaction records. The task is: describe an organic reaction: reactants, conditions, products, and yield Yields the product ClC1=C(C=CC=C1)CCOC=1N=C(C=2N=CN([C@H]3[C@H](O)[C@H](O)[C@@H](CO)O3)C2N1)N (2-[2-(-chlorophenyl)ethoxy]adenosine). Procedure details: A mixture of 2-chloro-2′,3′,5′-tris-O-(isopropyldimethylsilyl)adenosine (Example 5, 5.0 g, 6.5 mmol) and 15 ml of 2-(4-chlorophenyl)ethyl alcohol was placed under a nitrogen atmosphere and heated to 50° C. Sodium hydride (1.30 g, 60% dispersion in mineral oil, 32.5 mmol) was added at a rate so as to control gas evolution. The reaction was then heated for 48 h at which time LC showed conversion to the fully deprotected coupling product. The reaction was allowed to cool to room temperature, carefu... Reaction SMILES: Cl[C:2]1[N:3]=[C:4]([NH2:38])[C:5]2[N:6]=[CH:7][N:8]([C:36]=2[N:37]=1)[C@@H:9]1[O:35][C@H:26]([CH2:27][O:28][Si](C(C)C)(C)C)[C@@H:18]([O:19][Si](C(C)C)(C)C)[C@H:10]1[O:11][Si](C(C)C)(C)C.Cl[C:40]1[CH:45]=[CH:44][C:43]([CH2:46][CH2:47][OH:48])=[CH:42][CH:41]=1.[H-].[Na+].CO.C(Cl)[Cl:54]>>[Cl:54][C:44]1[CH:45]=[CH:40][CH:41]=[CH:42][C:43]=1[CH2:46][CH2:47][O:48][C:2]1[N:3]=[C:4]([NH2:38])[C:5]2[N:6]=[CH:7][N:8]([C:36]=2[N:37]=1)[C@@H:9]1[O:35][C@H:26]([CH2:27][OH:28])[C@@H:18]([OH:19])[C@H:10]1[OH:11] |f:2.3|. The reactants are CO (MeOH), CO (MeOH), C(Cl)Cl (CH2Cl2), C(Cl)Cl (CH2Cl2), C(Cl)Cl (CH2Cl2), ClC=1N=C(C=2N=CN([C@H]3[C@H](O[Si](C)(C)C(C)C)[C@H](O[Si](C)(C)C(C)C)[C@@H](CO[Si](C)(C)C(C)C)O3)C2N1)N (2-Chloro-2′,3′,5′-tri-O-(isopropyldimethylsilyl)adenosine), ClC1=CC=C(C=C1)CCO (2-(4-chlorophenyl)ethyl alcohol), [H-].[Na+] (Sodium hydride). Reaction conditions: temperature 50 celsius. The yield is 20.8%. The reactants are O=C(n1ccnc1)n1ccnc1, ClCCl, Nc1cnn2ccc(N3CCCC3c3cc(F)ccc3C(F)(F)F)nc12, OC1CCNC1. Yields the product O=C(Nc1cnn2ccc(N3CCCC3c3cc(F)ccc3C(F)(F)F)nc12)N1CCC(O)C1. Reaction SMILES: [C:27](=[O:28])([n:29]1[cH:30][cH:31][n:32][cH:33]1)[n:34]1[cH:35][cH:36][n:37][cH:38]1.[Cl:45][CH2:46][Cl:47].[F:1][c:2]1[cH:3][cH:4][c:5]([C:23]([F:24])([F:25])[F:26])[c:6]([CH:8]2[N:9]([c:13]3[n:14][c:15]4[n:16]([cH:17][cH:18]3)[n:19][cH:20][c:21]4[NH2:22])[CH2:10][CH2:11][CH2:12]2)[cH:7]1.[NH:39]1[CH2:40][CH:41]([OH:44])[CH2:42][CH2:43]1>>[F:1][c:2]1[cH:3][cH:4][c:5]([C:23]([F:24])([F:25])[F:26])[c:6]([CH:8]2[N:9]([c:13]3[n:14][c:15]4[n:16]([cH:17][cH:18]3)[n:19][cH:20][c:21]4[NH:22][C:27](=[O:28])[N:39]3[CH2:40][CH:41]([OH:44])[CH2:42][CH2:43]3)[CH2:10][CH2:11][CH2:12]2)[cH:7]1. Reactants: ClC1=C(C(=CC=C1)Cl)C1=NN(C(N1)=O)C1=CC(=C(C(=O)OC)C=C1)OC (methyl 4-(3-(2,6-dichlorophenyl)-5-oxo-4,5-dihydro-1H-1,2,4-triazol-1-yl)-2-methoxybenzoate), ON=C(C(C)C)N (N′-hydroxyisobutyrimidamide), [H-].[Na+] (sodium hydride). Run in C1CCOC1 (THF). Product: ClC1=C(C(=CC=C1)Cl)C1=NN(C(N1)=O)C1=CC(=C(C=C1)C1=NC(=NO1)C(C)C)OC (3-(2,6-Dichlorophenyl)-1-(4-(3-isopropyl-1,2,4-oxadiazol-5-yl)-3-methoxyphenyl)-1H-1,2,4-triazol-5(4H)-one). Isolated yield 17.0%. RXN SMILES: [Cl:1][C:2]1[CH:7]=[CH:6][CH:5]=[C:4]([Cl:8])[C:3]=1[C:9]1[NH:13][C:12](=[O:14])[N:11]([C:15]2[CH:24]=[CH:23][C:18]([C:19](OC)=[O:20])=[C:17]([O:25][CH3:26])[CH:16]=2)[N:10]=1.O[N:28]=[C:29]([NH2:33])[CH:30]([CH3:32])[CH3:31].[H-].[Na+]>C1COCC1>[Cl:8][C:4]1[CH:5]=[CH:6][CH:7]=[C:2]([Cl:1])[C:3]=1[C:9]1[NH:13][C:12](=[O:14])[N:11]([C:15]2[CH:24]=[CH:23][C:18]([C:19]3[O:20][N:33]=[C:29]([CH:30]([CH3:32])[CH3:31])[N:28]=3)=[C:17]([O:25][CH3:26])[CH:16]=2)[N:10]=1 |f:2.3|. Procedure details: The title compound was prepared by following the procedure as described for Example-40 by using methyl 4-(3-(2,6-dichlorophenyl)-5-oxo-4,5-dihydro-1H-1,2,4-triazol-1-yl)-2-methoxybenzoate (Intermediate-21, 0.100 g, 0.25 mmol), N′-hydroxyisobutyrimidamide (0.077 g, 0.529 mmol), sodium hydride (0.020 g, 0.50 mmol) and dry THF (5.0 mL) at RT to afford 0.019 g of desired product. 1H NMR (DMSO-d6): 1.31 (d, J=6.9 Hz, 6H), 3.12 (m, 1H), 3.95 (s, 3H), 7.65-7.78 (m, 4H), 7.56 (s, 1H), 8.09 (d, J=8.7 Hz,... Isolated yield 168.1%. Solvent: C(Cl)Cl (methylene chloride), C(C)(=O)OCC (ethyl acetate). As a reaction SMILES: [I-].C(OC([NH:9][C@@H:10]1[C:43](=[O:44])[N:12]2[C:13]([C:27]([O:29]C(C3C=CC=CC=3)C3C=CC=CC=3)=[O:28])=[C:14]([CH2:17][N+:18]3[N:19]([CH3:26])[C:20]([NH:23][CH:24]=[O:25])=[CH:21][CH:22]=3)[CH2:15][S:16][C@H:11]12)=O)(C)(C)C.C1(OC)C=CC=CC=1.FC(F)(F)C(O)=O.C(OC(C)C)(C)C>C(Cl)Cl.C(OCC)(=O)C>[NH2:9][C@@H:10]1[C:43](=[O:44])[N:12]2[C:13]([C:27]([O-:29])=[O:28])=[C:14]([CH2:17][N+:18]3[N:19]([CH3:26])[C:20]([NH:23][CH:24]=[O:25])=[CH:21][CH:22]=3)[CH2:15][S:16][C@H:11]12 |f:0.1|. The reactants are [I-].C(C)(C)(C)OC(=O)N[C@H]1[C@@H]2N(C(=C(CS2)C[N+]=2N(C(=CC2)NC=O)C)C(=O)OC(C2=CC=CC=C2)C2=CC=CC=C2)C1=O (benzhydryl 7β-tert-butoxycarbonylamino-3-(3-formamido-2-methyl-1-pyrazolio)methyl-3-cephem-4-carboxylate iodide), C1(=CC=CC=C1)OC (anisole), FC(C(=O)O)(F)F (trifluoroacetic acid), C(C)(C)OC(C)C (diisopropyl ether). Procedure details: To a solution of benzhydryl 7β-tert-butoxycarbonylamino-3-(3-formamido-2-methyl-1-pyrazolio)methyl-3-cephem-4-carboxylate iodide (20.9 g) and anisole (20 ml) in methylene chloride (40 ml) was added dropwise trifluoroacetic acid (40 ml) under ice-cooling. After being stirred for 1.5 hours at ambient temperature, the mixture was poured into a mixture of diisopropyl ether (300 ml) and ethyl acetate (300 ml). The resultant precipitate was collected by filtration to give di(trifluoroacetic acid) salt... The product is di(trifluoroacetic acid), N[C@H]1[C@@H]2N(C(=C(CS2)C[N+]=2N(C(=CC2)NC=O)C)C(=O)[O-])C1=O (7β-amino-3-(3-formamido-2-methyl-1-pyrazolio)methyl-3-cephem-4-carboxylate). Run at time 1.5 hour. Reactants: Nc1ccc2c(c1)OCO2, Clc1nc(Nc2ccc3c(c2)OCO3)c2ccccc2n1, Clc1nc(Cl)c2ccccc2n1. Product: CN(c1ccc2c(c1)OCO2)c1nc(Cl)nc2ccccc12. As a reaction SMILES: [CH2:22]1[O:23][c:24]2[cH:25][cH:26][c:27]([NH2:28])[cH:29][c:30]2[O:31]1.[Cl:1][c:2]1[n:3][c:4]2[cH:5][cH:6][cH:7][cH:8][c:9]2[c:10]([NH:12][c:13]2[cH:14][c:15]3[c:16]([cH:17][cH:18]2)[O:19][CH2:20][O:21]3)[n:11]1.[Cl:32][c:33]1[n:34][c:35]([Cl:36])[c:37]2[c:38]([cH:39][cH:40][cH:41][cH:42]2)[n:43]1>>[Cl:1][c:2]1[n:3][c:4]2[cH:5][cH:6][cH:7][cH:8][c:9]2[c:10]([N:12]([c:13]2[cH:14][c:15]3[c:16]([cH:17][cH:18]2)[O:19][CH2:20][O:21]3)[CH3:22])[n:11]1. Starting materials: NC=1N=CN(C1C(=O)N)CCCC1=CC=CC=C1 (4-amino-1-(3-phenylpropyl)-5-imidazolecarboxamide), FC1=CC=C(C(=O)Cl)C=C1 (4-fluorobenzoyl chloride). The product is FC1=CC=C(C(=O)NC=2N=CN(C2C(=O)N)CCCC2=CC=CC=C2)C=C1 (4-(4-fluorobenzoylamino)-1-(3-phenylpropyl)-5-imidazolecarboxamide). Yield: 93.0%. RXN SMILES: [NH2:1][C:2]1[N:3]=[CH:4][N:5]([CH2:10][CH2:11][CH2:12][C:13]2[CH:18]=[CH:17][CH:16]=[CH:15][CH:14]=2)[C:6]=1[C:7]([NH2:9])=[O:8].[F:19][C:20]1[CH:28]=[CH:27][C:23]([C:24](Cl)=[O:25])=[CH:22][CH:21]=1>>[F:19][C:20]1[CH:28]=[CH:27][C:23]([C:24]([NH:1][C:2]2[N:3]=[CH:4][N:5]([CH2:10][CH2:11][CH2:12][C:13]3[CH:18]=[CH:17][CH:16]=[CH:15][CH:14]=3)[C:6]=2[C:7]([NH2:9])=[O:8])=[O:25])=[CH:22][CH:21]=1. Procedure: An amidation reaction and post-treatment were carried out following the conditions of Example 22, using 2.00 g (8.19 mmol) of 4-amino-1-(3-phenylpropyl)-5-imidazolecarboxamide prepared in the same manner as in Example 114 and 4-fluorobenzoyl chloride instead of benzoyl chloride to obtain 2.78 g of 4-(4-fluorobenzoylamino)-1-(3-phenylpropyl)-5-imidazolecarboxamide (yield 93%). Reactants: [N+](=O)([O-])C1=CC=C(O1)C(=O)Cl (5-nitro-2-furancarboxylic acid chloride), N(N)C=1SC2=C(N1)C=CC(=C2)OCF (2-hydrazino-6-fluoromethoxybenzothiazole). Run at temperature 0 celsius, time 1 hour. The product is FCOC1=CC2=C(N=C(S2)NNC(=O)C=2OC(=CC2)[N+](=O)[O-])C=C1 (N′2-(6-fluoromethoxy-1,3-benzothiazol-2yl)-5-nitro-2-furanecarbohydrazide). As a reaction SMILES: [N+:1]([C:4]1[O:8][C:7]([C:9](Cl)=[O:10])=[CH:6][CH:5]=1)([O-:3])=[O:2].[NH:12]([C:14]1[S:15][C:16]2[CH:22]=[C:21]([O:23][CH2:24][F:25])[CH:20]=[CH:19][C:17]=2[N:18]=1)[NH2:13]>>[F:25][CH2:24][O:23][C:21]1[CH:20]=[CH:19][C:17]2[N:18]=[C:14]([NH:12][NH:13][C:9]([C:7]3[O:8][C:4]([N+:1]([O-:3])=[O:2])=[CH:5][CH:6]=3)=[O:10])[S:15][C:16]=2[CH:22]=1. Procedure: The compound 4f was prepared according to above described method by using 5-nitro-2-furancarboxylic acid chloride (430 mg, 1 mmol) and 2-hydrazino-6-fluoromethoxybenzothiazole (274 mg, 1.5 mmol) which stirred for 1 h at 0° C. and stirring continued at 25° C. for 11 h (yield 242 mg, 75%).